This data is from the Open Reaction Database (ORD), a public repository of structured organic reaction records. The task is: describe an organic reaction: reactants, conditions, products, and yield Reactants: O (water), BrC1=CC2=CC=C(C=C2C=C1)O (2-bromo-6-naphthol), [OH-].[K+] (potassium hydroxide), BrCCCCCCCCCCCC (1-bromododecane). The solvent is C(C)O (ethanol). Yields the product BrC1=CC2=CC=C(C=C2C=C1)OCCCCCCCCCCCC (2-bromo-6-dodecyloxynaphthalene). RXN SMILES: [Br:1][C:2]1[CH:11]=[CH:10][C:9]2[C:4](=[CH:5][CH:6]=[C:7]([OH:12])[CH:8]=2)[CH:3]=1.[OH-].[K+].Br[CH2:16][CH2:17][CH2:18][CH2:19][CH2:20][CH2:21][CH2:22][CH2:23][CH2:24][CH2:25][CH2:26][CH3:27].O>C(O)C>[Br:1][C:2]1[CH:11]=[CH:10][C:9]2[C:4](=[CH:5][CH:6]=[C:7]([O:12][CH2:27][CH2:26][CH2:25][CH2:24][CH2:23][CH2:22][CH2:21][CH2:20][CH2:19][CH2:18][CH2:17][CH3:16])[CH:8]=2)[CH:3]=1 |f:1.2|. Reported procedure: 22.29 g (0.1 mol) of 2-bromo-6-naphthol, 11.22 g (0.2 mol) of potassium hydroxide, and 32.36 g (0.13 mol) of 1-bromododecane were dissolved in ethanol (300 ml), and the solution was refluxed for 8 hr. Thereafter, water was added thereto, the mixture was cooled, and the resultant precipitate was collected by filtration and washed with a sodium hydroxide solution and then with water. The crude product thus obtained was recrystallized from ethyl acetate to give 2-bromo-6-dodecyloxynaphthalene. Reactants: C([O-])([O-])=O.[K+].[K+] (potassium carbonate), O (water), C(=C)B1OB(OB(O1)C=C)C=C (2,4,6-trivinylcyclotriboroxane), FC(S(=O)(=O)OC1=CC2=C(N=N1)OCCC2)(F)F (6,7-dihydro-5H-pyrano[2,3-c]pyridazin-3-yl trifluoromethanesulfonate). Reagents/catalysts: C=1C=CC(=CC1)[P](C=2C=CC=CC2)(C=3C=CC=CC3)[Pd]([P](C=4C=CC=CC4)(C=5C=CC=CC5)C=6C=CC=CC6)([P](C=7C=CC=CC7)(C=8C=CC=CC8)C=9C=CC=CC9)[P](C=1C=CC=CC1)(C=1C=CC=CC1)C=1C=CC=CC1 (Tetrakis(triphenylphosphine)palladium(0)). Solvent: COCCOC (1,2-dimethoxyethane). Run at time 20 minute. Yields the product C(=C)C1=CC2=C(N=N1)OCCC2 (3-Ethenyl-6,7-dihydro-5H-pyrano[2,3-c]pyridazine). The yield is 77.0%. RXN SMILES: FC(F)(F)S(O[C:7]1[N:12]=[N:11][C:10]2[O:13][CH2:14][CH2:15][CH2:16][C:9]=2[CH:8]=1)(=O)=O.C(=O)([O-])[O-].[K+].[K+].O.[CH:26](B1OB(C=C)OB(C=C)O1)=[CH2:27]>COCCOC.C1C=CC([P]([Pd]([P](C2C=CC=CC=2)(C2C=CC=CC=2)C2C=CC=CC=2)([P](C2C=CC=CC=2)(C2C=CC=CC=2)C2C=CC=CC=2)[P](C2C=CC=CC=2)(C2C=CC=CC=2)C2C=CC=CC=2)(C2C=CC=CC=2)C2C=CC=CC=2)=CC=1>[CH:26]([C:7]1[N:12]=[N:11][C:10]2[O:13][CH2:14][CH2:15][CH2:16][C:9]=2[CH:8]=1)=[CH2:27] |f:1.2.3,^1:47,49,68,87|. Procedure: Argon was bubbled for 15 minutes through a solution of 6,7-dihydro-5H-pyrano[2,3-c]pyridazin-3-yl trifluoromethanesulfonate (228 mg, 0.8 mmol) in 1,2-dimethoxyethane (6.5 ml). Tetrakis(triphenylphosphine)palladium(0) (50 mg, 0.0435 mmol) was added and the solution stirred for 20 minutes under argon. The mixture was then treated with potassium carbonate (111 mg, 0.8 mmol), water (1.9 ml) and 2,4,6-trivinylcyclotriboroxane:pyridine complex (180 mg, 0.75 mmol) (for a preparation of this reagent see... Reactants: O (water), CC(C)([O-])C.[K+] (potassium tert-butoxide), [Si](C1=CC=CC=C1)(C1=CC=CC=C1)(C(C)(C)C)OCC=1C(NC=CC1)=O (3-({[tert-Butyl(diphenyl)silyl]oxy}methyl)pyridin-2(1H)-one), ClC1=C(C=CC(=C1)[N+](=O)[O-])F (2-chloro-1-fluoro-4-nitrobenzene). Run in CN(C)C=O (DMF). Run at time 30 minute. Product: [Si](C1=CC=CC=C1)(C1=CC=CC=C1)(C(C)(C)C)OCC=1C(N(C=CC1)C1=C(C=C(C=C1)[N+](=O)[O-])Cl)=O (3-({[tert-Butyl(diphenyl)silyl]oxy}methyl)-1-(2-chloro-4-nitrophenyl)pyridin-2(1H)-one). As a reaction SMILES: CC(C)([O-])C.[K+].[Si:7]([O:24][CH2:25][C:26]1[C:27](=[O:32])[NH:28][CH:29]=[CH:30][CH:31]=1)([C:20]([CH3:23])([CH3:22])[CH3:21])([C:14]1[CH:19]=[CH:18][CH:17]=[CH:16][CH:15]=1)[C:8]1[CH:13]=[CH:12][CH:11]=[CH:10][CH:9]=1.[Cl:33][C:34]1[CH:39]=[C:38]([N+:40]([O-:42])=[O:41])[CH:37]=[CH:36][C:35]=1F.O>CN(C=O)C>[Si:7]([O:24][CH2:25][C:26]1[C:27](=[O:32])[N:28]([C:35]2[CH:36]=[CH:37][C:38]([N+:40]([O-:42])=[O:41])=[CH:39][C:34]=2[Cl:33])[CH:29]=[CH:30][CH:31]=1)([C:20]([CH3:23])([CH3:21])[CH3:22])([C:14]1[CH:19]=[CH:18][CH:17]=[CH:16][CH:15]=1)[C:8]1[CH:9]=[CH:10][CH:11]=[CH:12][CH:13]=1 |f:0.1|. Reported procedure: At 0° C., 0.500 g (4.46 mmol) of potassium tert-butoxide is added to 1.08 g (2.97 mmol) of the compound from Example 3A in 21 ml of DMF, and the mixture is stirred at room temperature for 30 min. 0.571 g (3.27 mmol) of 2-chloro-1-fluoro-4-nitrobenzene is added, and the mixture is stirred at RT. After 4.5 h, 200 ml of water are added, and the mixture is then extracted three times with ethyl acetate. The combined organic phases are washed with water and then dried over sodium sulphate. After filtr... Reactants: B (borane), [N+](=O)([O-])C=1C=C(C(C(=O)O)=CC1)C(=O)O (4-nitrophthalic acid). Solvent: O1CCCC1 (tetrahydrofuran), O1CCCC1 (tetrahydrofuran). Reaction conditions: temperature 0 celsius, time 3.5 hour. Yields the product [N+](=O)([O-])C1=CC(=C(C=C1)CO)CO (4-nitro-1,2-di-hydroxymethyl benzene). Yield: 92.3%. RXN SMILES: B.[N+:2]([C:5]1[CH:6]=[C:7]([C:14](O)=[O:15])[C:8](=[CH:12][CH:13]=1)[C:9](O)=[O:10])([O-:4])=[O:3]>O1CCCC1>[N+:2]([C:5]1[CH:13]=[CH:12][C:8]([CH2:9][OH:10])=[C:7]([CH2:14][OH:15])[CH:6]=1)([O-:4])=[O:3]. Procedure details: To a stirred solution of borane.tetrahydrofuran complex (70 mL of 1.5 M solution in tetrahydrofuran/diethyl ether) cooled to 0° C. under nitrogen was added a solution of 4-nitrophthalic acid (7.01 g; 33.2 mmol) in tetrahydrofuran (50 mL) dropwise over a 20 minute period. At the end of the addition, the mixture was allowed to stir for 3.5 h at 0° C. The mixture was allowed to warm to room temperature and then refluxed for 18 h. The mixture was allowed to cool to room temperature, quenched with me...